This data is from the Open Reaction Database (ORD), a public repository of structured organic reaction records. The task is: describe an organic reaction: reactants, conditions, products, and yield Starting materials: CC(=O)O, CCO, CC(C)(C)[N+](=O)[O-], [Zn], O=Cc1ccc[nH]1. Yields the product CC(C)(C)[N+]([O-])=Cc1ccc[nH]1. As a reaction SMILES: [CH3:15][C:16](=[O:17])[OH:18].[CH3:19][CH2:20][OH:21].[CH3:8][C:9]([CH3:10])([CH3:11])[N+:12](=[O:13])[O-:14].[Zn:22].[nH:1]1[c:2]([CH:6]=[O:7])[cH:3][cH:4][cH:5]1>>[nH:1]1[c:2]([CH:6]=[N+:12]([C:9]([CH3:8])([CH3:10])[CH3:11])[O-:13])[cH:3][cH:4][cH:5]1. The reactants are CN(C)S(=O)(=O)NC=1C=C2C=CNC2=CC1 (5-(N,N-dimethylamino)sulfonylamino-1H-indole), CN1CCC(CC1)=O (1-methyl-4-piperidone). Yields the product CN(C)S(=O)(=O)NC=1C=C2C(=CNC2=CC1)C=1CCN(CC1)C (5-(N,N-dimethylamino)sulfonylamino-3-(1-methyl-1,2,3,6-tetrahydropyridin-4-yl)-1H-indole). The yield is 72.8%. Reaction SMILES: [CH3:1][N:2]([S:4]([NH:7][C:8]1[CH:9]=[C:10]2[C:14](=[CH:15][CH:16]=1)[NH:13][CH:12]=[CH:11]2)(=[O:6])=[O:5])[CH3:3].[CH3:17][N:18]1[CH2:23][CH2:22][C:21](=O)[CH2:20][CH2:19]1>>[CH3:3][N:2]([S:4]([NH:7][C:8]1[CH:9]=[C:10]2[C:14](=[CH:15][CH:16]=1)[NH:13][CH:12]=[C:11]2[C:21]1[CH2:22][CH2:23][N:18]([CH3:17])[CH2:19][CH:20]=1)(=[O:6])=[O:5])[CH3:1]. Reported procedure: Beginning with 1.17 gm (4.89 mMol) 5-(N,N-dimethylamino)sulfonylamino-1H-indole and 0.78 mL (6.4 mMol) 1-methyl-4-piperidone, 1.19 gm (72.6%) of the title compound were recovered as a pale yellow powder. Starting materials: BrCCCCBr, Cc1cccs1, [Li], O. Product: Cc1ccc(CCCCBr)s1. Reaction SMILES: [Br:1][CH2:2][CH2:3][CH2:4][CH2:5][Br:6].[CH3:8][c:9]1[s:10][cH:11][cH:12][cH:13]1.[Li:7].[OH2:14]>>[Br:1][CH2:2][CH2:3][CH2:4][CH2:5][c:11]1[s:10][c:9]([CH3:8])[cH:13][cH:12]1. Reactants: [Br-], CON(C)C(=O)c1cc(F)ccc1Br, C1CCOC1, C[Mg+]. Product: CC(=O)c1cc(F)ccc1Br. Reaction SMILES: [Br-:15].[Br:1][c:2]1[c:3]([C:4](=[O:5])[N:6]([O:7][CH3:8])[CH3:9])[cH:10][c:11]([F:14])[cH:12][cH:13]1.[CH2:18]1[O:19][CH2:20][CH2:21][CH2:22]1.[CH3:16][Mg+:17]>>[Br:1][c:2]1[c:3]([C:4](=[O:5])[CH3:16])[cH:10][c:11]([F:14])[cH:12][cH:13]1. The reactants are O(C1=CC=CC=C1)CCCC#CC=1C=C(CO)C=CC1 (3-(5-phenoxy-1-pentyn-1-yl)benzyl alcohol), [H][H] (hydrogen). The reagents and catalysts are [Pd] (palladium on charcoal). The solvent is CO (CH3OH). Yields the product O(C1=CC=CC=C1)CCCCCC=1C=C(CO)C=CC1 (3-(5-Phenoxypent-1-yl)benzyl alcohol). Isolated yield 100.3%. As a reaction SMILES: [O:1]([CH2:8][CH2:9][CH2:10][C:11]#[C:12][C:13]1[CH:14]=[C:15]([CH:18]=[CH:19][CH:20]=1)[CH2:16][OH:17])[C:2]1[CH:7]=[CH:6][CH:5]=[CH:4][CH:3]=1.[H][H]>CO.[Pd]>[O:1]([CH2:8][CH2:9][CH2:10][CH2:11][CH2:12][C:13]1[CH:14]=[C:15]([CH:18]=[CH:19][CH:20]=1)[CH2:16][OH:17])[C:2]1[CH:3]=[CH:4][CH:5]=[CH:6][CH:7]=1. Procedure details: This compound was prepared in a manner analogous to that used for the para isomer (Example 6). Thus 1.856 g of 3-(5-phenoxy-1-pentyn-1-yl)benzyl alcohol in 100 ml of CH3OH was treated with 333 mg 5% palladium on charcoal and 30 PSI hydrogen for 1.25 hours. The product mixture was filtered in the customary manner through celite and the filtrate was evaporated in vacuo to yield 1.89 g of the 3-(5-Phenoxypent-1-yl)benzyl alcohol in the form of a tan solid.